This data is from the Open Reaction Database (ORD), a public repository of structured organic reaction records. The task is: describe an organic reaction: reactants, conditions, products, and yield Reported procedure: Following a procedure similar to that for the preparation of intermediate 18 g, intermediate 39a (20 mg, 0.028 mmol) was coupled with aniline (3.39 mg, 0.036 mmol) to provide 12.4 mg (57%) of intermediate 40a. MS (ESI) 782.3 (M+H+). Reactants: intermediate, C(C=C)N(C1=CN=C2N(C1=O)[C@H](C[C@@]2(C)CC(=O)O)C(NCC2=CC=C(C=C2)C(=N)NC(=O)OCC2=CC=CC=C2)=O)C(=O)OCC2=CC=CC=C2 ((6R,8S)-{3-(allyl-benzyloxycarbonyl-amino)-6-[4-(benzyloxycarbonylamino-imino-methyl)-benzylcarbamoyl]-8-methyl-4-oxo-4,6,7,8-tetrahydro-pyrrolo[1,2-a]pyrimidin-8-yl}-acetic acid), NC1=CC=CC=C1 (aniline). Reaction SMILES: [CH2:1]([N:4]([C:43]([O:45][CH2:46][C:47]1[CH:52]=[CH:51][CH:50]=[CH:49][CH:48]=1)=[O:44])[C:5]1[C:10](=[O:11])[N:9]2[C@@H:12]([C:20](=[O:42])[NH:21][CH2:22][C:23]3[CH:28]=[CH:27][C:26]([C:29]([NH:31][C:32]([O:34][CH2:35][C:36]4[CH:41]=[CH:40][CH:39]=[CH:38][CH:37]=4)=[O:33])=[NH:30])=[CH:25][CH:24]=3)[CH2:13][C@:14]([CH2:16][C:17]([OH:19])=O)([CH3:15])[C:8]2=[N:7][CH:6]=1)[CH:2]=[CH2:3].[NH2:53][C:54]1[CH:59]=[CH:58][CH:57]=[CH:56][CH:55]=1>>[CH2:46]([O:45][C:43](=[O:44])[N:4]([CH2:1][CH:2]=[CH2:3])[C:5]1[C:10](=[O:11])[N:9]2[C@@H:12]([C:20](=[O:42])[NH:21][CH2:22][C:23]3[CH:24]=[CH:25][C:26]([C:29]([NH:31][C:32]([O:34][CH2:35][C:36]4[CH:37]=[CH:38][CH:39]=[CH:40][CH:41]=4)=[O:33])=[NH:30])=[CH:27][CH:28]=3)[CH2:13][C@@:14]([CH3:15])([CH2:16][C:17](=[O:19])[NH:53][C:54]3[CH:59]=[CH:58][CH:57]=[CH:56][CH:55]=3)[C:8]2=[N:7][CH:6]=1)[C:47]1[CH:48]=[CH:49][CH:50]=[CH:51][CH:52]=1. The product is C(C1=CC=CC=C1)OC(N(C1=CN=C2N(C1=O)[C@H](C[C@]2(CC(NC2=CC=CC=C2)=O)C)C(NCC2=CC=C(C=C2)C(=N)NC(=O)OCC2=CC=CC=C2)=O)CC=C)=O ((6R,8S)-allyl-{6-[4-(benzyloxycarbonylamino-imino-methyl)-benzylcarbamoyl]-8-methyl-4-oxo-8-phenylcarbamoylmethyl-4,6,7,8-tetrahydro-pyrrolo[1,2-a]pyrimidin-3-yl}-carbamic acid benzyl ester). Yield: 56.6%. The reactants are CC=1C=CC2=C(N=C(S2)N=C=O)C1 (5-Methylbenzothiazol-2-yl isocyanate), dimethyl acetal, CNCC=O (2-methylaminoacetaldehyde). Run in C1=CC=CC=C1 (benzene). Run at time 1 hour. The product is dimethyl acetal, CN(C(=O)NC=1SC2=C(N1)C=C(C=C2)C)CC=O (2-[1-methyl-3-(5-methylbenzothiazol-2-yl)ureido]acetaldehyde). As a reaction SMILES: [CH3:1][C:2]1[CH:3]=[CH:4][C:5]2[S:9][C:8]([N:10]=[C:11]=[O:12])=[N:7][C:6]=2[CH:13]=1.[CH3:14][NH:15][CH2:16][CH:17]=[O:18]>C1C=CC=CC=1>[CH3:14][N:15]([CH2:16][CH:17]=[O:18])[C:11]([NH:10][C:8]1[S:9][C:5]2[CH:4]=[CH:3][C:2]([CH3:1])=[CH:13][C:6]=2[N:7]=1)=[O:12]. Reported procedure: 5-Methylbenzothiazol-2-yl isocyanate dimer (0.1 mole), the dimethyl acetal of 2-methylaminoacetaldehyde (0.2 mole) and benzene (100 ml) are charged into a glass reaction vessel equipped with a mechanical stirrer and thermometer. The reaction mixture is stirred at ambient temperatures for a period of about one hour. After this time the reaction mixture is filtered, and the filtrate is stripped of solvent to yield the desired product the dimethyl acetal of 2-[1-methyl-3-(5-methylbenzothiazol-2-yl)... The reactants are C(C1=CC=CC=C1)OC=1C=CC(=C2C=CC=NC12)C=C1C(NC2=CC=CC=C12)=O (3-(8-benzyloxyquinol-5-ylmethylen)-2-oxindole), C(C)OC(CBr)=O (2-bromoacetic acid ethyl ester), C([O-])([O-])=O.[K+].[K+] (potassium carbonate). Solvent: CC(=O)C (acetone). Reaction conditions: temperature 50 celsius, time 8 hour. Product: C(C)OC(CN1C(C(C2=CC=CC=C12)=CC1=C2C=CC=NC2=C(C=C1)OCC1=CC=CC=C1)=O)=O (2-[3-(8-benzyloxyquinol-5-ylmethylen)-2-oxindol-1-yl] acetic acid ethyl ester). Yield: 87.3%. Reaction SMILES: [CH2:1]([O:8][C:9]1[CH:10]=[CH:11][C:12]([CH:19]=[C:20]2[C:28]3[C:23](=[CH:24][CH:25]=[CH:26][CH:27]=3)[NH:22][C:21]2=[O:29])=[C:13]2[C:18]=1[N:17]=[CH:16][CH:15]=[CH:14]2)[C:2]1[CH:7]=[CH:6][CH:5]=[CH:4][CH:3]=1.[CH2:30]([O:32][C:33](=[O:36])[CH2:34]Br)[CH3:31].C(=O)([O-])[O-].[K+].[K+]>CC(C)=O>[CH2:30]([O:32][C:33](=[O:36])[CH2:34][N:22]1[C:23]2[C:28](=[CH:27][CH:26]=[CH:25][CH:24]=2)[C:20](=[CH:19][C:12]2[CH:11]=[CH:10][C:9]([O:8][CH2:1][C:2]3[CH:7]=[CH:6][CH:5]=[CH:4][CH:3]=3)=[C:18]3[C:13]=2[CH:14]=[CH:15][CH:16]=[N:17]3)[C:21]1=[O:29])[CH3:31] |f:2.3.4|. Procedure details: To a solution of 3-(8-benzyloxyquinol-5-ylmethylen)-2-oxindole (140 mg, 0.37 mmol) in acetone (10 ml) was added 2-bromoacetic acid ethyl ester (151 mg, 0.9 mmol) and anhydrous potassium carbonate (150 mg) and the reaction mixture was stirred for 8 h at 50° C. Then the mixture was concentrated under vacuum, the residue taken up with dichloromethane, the organic phase washed several times with water, dried and evaporated. The residue was crystallized from ethyl acetate to give 150 mg (87% yield) o... Reactants: O (water), C(C)(C)(C)OC(=O)N1CCC(CC1)(OC)C1=CC=C(C=C1)Cl (1-tert-butoxycarbonyl-4-(4-chlorophenyl)-4-methoxypiperidine), Cl (HCl). Run in C(C)(=O)OCC (ethyl acetate), C(C)(=O)OCC (ethyl acetate), C(C)(=O)OCC (ethyl acetate). Run at time 6.7 hour. The product is ClC1=CC=C(C=C1)C1(CCNCC1)OC (4-(4-chlorophenyl)-4-methoxypiperidine). The yield is 78.2%. As a reaction SMILES: C(OC([N:8]1[CH2:13][CH2:12][C:11]([C:16]2[CH:21]=[CH:20][C:19]([Cl:22])=[CH:18][CH:17]=2)([O:14][CH3:15])[CH2:10][CH2:9]1)=O)(C)(C)C.Cl.O>C(OCC)(=O)C>[Cl:22][C:19]1[CH:20]=[CH:21][C:16]([C:11]2([O:14][CH3:15])[CH2:10][CH2:9][NH:8][CH2:13][CH2:12]2)=[CH:17][CH:18]=1. Reported procedure: To a solution of 1-tert-butoxycarbonyl-4-(4-chlorophenyl)-4-methoxypiperidine (0.72 g) in ethyl acetate (10 ml) was added 4N HCl in ethyl acetate (5.5 ml). After stirring for 6.7 hours, the reaction mixture was poured into a mixture of ethyl acetate and water, followed by alkalification of the solution to pH 12. The organic layer was successively washed with water and brine and dried over magnesium sulfate. The solvent was evaporated in vacuo to give 4-(4-chlorophenyl)-4-methoxypiperidine (0.39 ... The reactants are C=C1N2CCC(C1=O)CC2 (2-methylenequinuclidin-3-one), N1CCCCC1 (piperidine). The solvent is CCCCCC (hexane). Conditions: time 18 hour. The product is N1(CCCCC1)CC1N2CCC(C1=O)CC2 (2-(1-Piperidinylmethyl)-1-azabicyclo[2.2.2]octan-3-one). Isolated yield 99.2%. RXN SMILES: [CH2:1]=[C:2]1[C:7](=[O:8])[CH:6]2[CH2:9][CH2:10][N:3]1[CH2:4][CH2:5]2.[NH:11]1[CH2:16][CH2:15][CH2:14][CH2:13][CH2:12]1>CCCCCC>[N:11]1([CH2:1][CH:2]2[C:7](=[O:8])[CH:6]3[CH2:9][CH2:10][N:3]2[CH2:4][CH2:5]3)[CH2:16][CH2:15][CH2:14][CH2:13][CH2:12]1. Procedure details: A reaction flask containing 2-methylenequinuclidin-3-one (6.86 g, 50 mmoles) and a magnetic stir bar was charged with piperidine (12 ml, 120 mmoles). The mixture was stirred at room temperature for 18 hours, and the mixture was added to hexane (300 ml). The solution was filtered through Celite® and the filtrate was concentrated in vacuo (maximum temperature 60° C.) to provide 11.03 g (99%) of the product as a pale yellow solid, mp 34°-37° C. Reactants: CC12CCC3C(C=CC4=C(Br)C(=O)CCC43C)C1CCC2=O, [NH4+], C1COCCO1, [OH-]. The product is CC12CCC3C(C=CC4=C(N)C(=O)CCC43C)C1CCC2=O. As a reaction SMILES: [Br:1][C:2]1=[C:3]2[CH:4]=[CH:5][CH:6]3[CH:7]4[CH2:8][CH2:9][C:10](=[O:22])[C:11]4([CH3:12])[CH2:13][CH2:14][CH:15]3[C:16]2([CH3:21])[CH2:17][CH2:18][C:19]1=[O:20].[NH4+:24].[O:25]1[CH2:26][CH2:27][O:28][CH2:29][CH2:30]1.[OH-:23]>>[C:2]1([NH2:24])=[C:3]2[CH:4]=[CH:5][CH:6]3[CH:7]4[CH2:8][CH2:9][C:10](=[O:22])[C:11]4([CH3:12])[CH2:13][CH2:14][CH:15]3[C:16]2([CH3:21])[CH2:17][CH2:18][C:19]1=[O:20].